Dataset: the Open Reaction Database (ORD), a public repository of structured organic reaction records. Task: describe an organic reaction: reactants, conditions, products, and yield Starting materials: Cc1cc(O)ccc1C(=O)c1ccc(Br)cc1, C1CCOC1, [K+], [K+], O=C([O-])[O-], O=C1CCCCC1, [Zn]. Product: Cc1cc(O)ccc1C(=C1CCCCC1)c1ccc(Br)cc1. RXN SMILES: [Br:8][c:9]1[cH:10][cH:11][c:12]([C:15](=[O:16])[c:17]2[c:18]([CH3:24])[cH:19][c:20]([OH:23])[cH:21][cH:22]2)[cH:13][cH:14]1.[CH2:31]1[O:32][CH2:33][CH2:34][CH2:35]1.[K+:25].[K+:26].[O-:27][C:28]([O-:29])=[O:30].[O:1]=[C:2]1[CH2:3][CH2:4][CH2:5][CH2:6][CH2:7]1.[Zn:36]>>[C:2]1(=[C:15]([c:12]2[cH:11][cH:10][c:9]([Br:8])[cH:14][cH:13]2)[c:17]2[c:18]([CH3:24])[cH:19][c:20]([OH:23])[cH:21][cH:22]2)[CH2:3][CH2:4][CH2:5][CH2:6][CH2:7]1. Reactants: CN1C=C(C2=CC=CC=C12)C(C(=O)O)=O (1-methylindole-3glyoxylic acid), FC1=C(C(=C(C(=C1O)F)F)F)F (pentafluorophenol), C1(CCCCC1)N=C=NC1CCCCC1 (dicyclohexylcarbodiimide), C(C)(=O)O (acetic acid). The solvent is O1CCCC1 (tetrahydrofuran). Reaction conditions: temperature 0 celsius, time 4 hour. Product: CN1C=C(C2=CC=CC=C12)C(C(=O)OC1=C(C(=C(C(=C1F)F)F)F)F)=O (pentafluorophenyl 1-methylindole-3-glyoxylate). Isolated yield 21.9%. Reaction SMILES: C1(N=C=NC2CCCCC2)CCCCC1.[CH3:16][N:17]1[C:25]2[C:20](=[CH:21][CH:22]=[CH:23][CH:24]=2)[C:19]([C:26](=[O:30])[C:27]([OH:29])=[O:28])=[CH:18]1.[F:31][C:32]1[C:37](O)=[C:36]([F:39])[C:35]([F:40])=[C:34]([F:41])[C:33]=1[F:42].C(O)(=O)C>O1CCCC1>[CH3:16][N:17]1[C:25]2[C:20](=[CH:21][CH:22]=[CH:23][CH:24]=2)[C:19]([C:26](=[O:30])[C:27]([O:29][C:37]2[C:36]([F:39])=[C:35]([F:40])[C:34]([F:41])=[C:33]([F:42])[C:32]=2[F:31])=[O:28])=[CH:18]1. Procedure: 1.13 g (5.5 mol) of dicyclohexylcarbodiimide were added to a solution, cooled in ice, of 1 g (5 mmol) of 1-methylindole-3glyoxylic acid and 1.01 g (5 mmol) of pentafluorophenol in 50 ml of dry tetrahydrofuran. After stirring for 4 hours under a nitrogen atmosphere at 0° C., the mixture was allowed to warm to room temperature and left to stand for 60 hours. Then, 3 ml of glacial acetic acid were added and the mixture obtained was filtered. The filtrate was concentrated under reduced pressure. The... The reactants are ClC1=C(CN2C(=CC3=CC=C(C=C23)C(=O)OC)CCC)C=CC=C1 (methyl 1-(2-chlorobenzyl)-2-propylindole-6-carboxylate), C1(=CC=CC=C1)CC(=O)Cl (phenylacetyl chloride), C(C(C)C)(=O)C1=C(N(C2=CC(=CC=C12)C(=O)OC)CC1=C(C=CC=C1)OC)CCC (Methyl 3-isobutyryl-1-(2-methoxybenzyl)-2-propylindole-6-carboxylate). The product is ClC1=C(CN2C(=C(C3=CC=C(C=C23)C(=O)OC)C(CC2=CC=CC=C2)=O)CCC)C=CC=C1 (Methyl 1-(2-chlorobenzyl)-3-phenylacetyl-2-propylindole-6-carboxylate). Yield: 45.0%. As a reaction SMILES: [Cl:1][C:2]1[CH:24]=[CH:23][CH:22]=[CH:21][C:3]=1[CH2:4][N:5]1[C:13]2[C:8](=[CH:9][CH:10]=[C:11]([C:14]([O:16][CH3:17])=[O:15])[CH:12]=2)[CH:7]=[C:6]1[CH2:18][CH2:19][CH3:20].[C:25]1([CH2:31][C:32](Cl)=[O:33])[CH:30]=[CH:29][CH:28]=[CH:27][CH:26]=1.C(C1C2C(=CC(C(OC)=O)=CC=2)N(CC2C=CC=CC=2OC)C=1CCC)(=O)C(C)C>>[Cl:1][C:2]1[CH:24]=[CH:23][CH:22]=[CH:21][C:3]=1[CH2:4][N:5]1[C:13]2[C:8](=[CH:9][CH:10]=[C:11]([C:14]([O:16][CH3:17])=[O:15])[CH:12]=2)[C:7]([C:32](=[O:33])[CH2:31][C:25]2[CH:30]=[CH:29][CH:28]=[CH:27][CH:26]=2)=[C:6]1[CH2:18][CH2:19][CH3:20]. Procedure: Methyl 1-(2-chlorobenzyl)-3-phenylacetyl-2-propylindole-6-carboxylate (230 mg) was prepared from methyl 1-(2-chlorobenzyl)-2-propylindole-6-carboxylate (380 mg) and phenylacetyl chloride (189 mg) in a similar manner to that of Preparation 1 (5). Yields the product ClC=1C=CC=C2C(=C(NC12)C(=O)N(C)OC)[N+](=O)[O-] (7-Chloro-2-[(N-methoxy-N-methylamino)carbonyl]-3-nitroindole). Isolated yield 87.1%. Reaction SMILES: [Cl:1][C:2]1[CH:3]=[CH:4][CH:5]=[C:6]2[C:10]=1[NH:9][C:8]([C:11]([OH:13])=O)=[C:7]2[N+:14]([O-:16])=[O:15].Cl.[CH3:18][NH:19][O:20][CH3:21].N1C=CC=CC=1.O>S(Cl)(Cl)=O>[Cl:1][C:2]1[CH:3]=[CH:4][CH:5]=[C:6]2[C:10]=1[NH:9][C:8]([C:11]([N:19]([O:20][CH3:21])[CH3:18])=[O:13])=[C:7]2[N+:14]([O-:16])=[O:15] |f:1.2|. Reported procedure: A solution of 7-chloro-3-nitroindole-2-carboxylic acid (step 1, 400 mg, 1.7 mmol) in thionyl chloride (2 ml) was heated at 70° C. for 3 h, the mixture cooled and concentrated. The residue was dissolved in dichloromethane (20 ml). To the solution was added N,O-dimethylhydroxylamine hydrochloride (326 mg, 3.4 mmol) and pyridine (0.27 ml, 3.4 mmol). After stirring for 16 h, the mixture was poured into water (100 ml) and extracted with ethyl acetate (200 ml). The organic layer was washed with 2N aqu... The solvent is S(=O)(Cl)Cl (thionyl chloride). The reactants are O (water), Cl.CNOC (N,O-dimethylhydroxylamine hydrochloride), N1=CC=CC=C1 (pyridine), ClC=1C=CC=C2C(=C(NC12)C(=O)O)[N+](=O)[O-] (7-Chloro-3-nitroindole-2-carboxylic acid). Conditions: time 16 hour. Starting materials: NCCSCC1=CN=CS1 (5-[(2-aminoethyl)thiomethyl]thiazole), CN=C=S (methyl isothiocyanate). The solvent is C(C)O (ethanol). Product: CNC(=S)NCCSCC1=CN=CS1 (N-Methyl-N'-[2-(5-thiazolylmethylthio)ethyl]thiourea). Reaction SMILES: [NH2:1][CH2:2][CH2:3][S:4][CH2:5][C:6]1[S:10][CH:9]=[N:8][CH:7]=1.[CH3:11][N:12]=[C:13]=[S:14]>C(O)C>[CH3:11][NH:12][C:13]([NH:1][CH2:2][CH2:3][S:4][CH2:5][C:6]1[S:10][CH:9]=[N:8][CH:7]=1)=[S:14]. Procedure: The reaction of 5-[(2-aminoethyl)thiomethyl]thiazole (2.24 g.) with methyl isothiocyanate (0.94 g.) in ethanol (10 ml.) gave a thiourea which was purified by chromatography on a column of silica gel with ethyl acetate as eluant. Recrystallisation from isopropyl acetate-methyl ethyl ketone-ether gave N-methyl-N'-]2-(5-thiazolylmethylthio)ethyl]thiourea (2.1 g.), m.p. 86°-88°. (Found: C, 38.6; H, 5.4; N, 16.9; S, 38.6. C8H13N3S3 requires: C, 38.8; H, 5.3; N, 17.0; S, 38.9). Starting materials: [F-].C(CCC)[N+](CCCC)(CCCC)CCCC (tetrabutylammonium fluoride), O1C2CCOC3=C(C21)C=C(C=C3)C#N (4,5-epoxy-2,3,4,5-tetrahydro-1-benzoxepine-7-carbonitrile), CN(S(=O)(=O)CC)[Si](C)(C)C (N-methyl-N-trimethylsilylethanesulfonamide). Conditions: temperature 60 celsius, time 8 hour. The product is C(#N)C=1C=CC2=C([C@H]([C@@H](CCO2)O)N(C)S(=O)(=O)CC)C1 (trans-7-cyano-5-(N-ethylsulfonyl-N-methylamino)-2,3,4,5-tetrahydro-1-benzoxepin-4-ol). Isolated yield 48.3%. RXN SMILES: [F-].C([N+](CCCC)(CCCC)CCCC)CCC.[O:19]1[CH:26]2[CH:20]1[CH2:21][CH2:22][O:23][C:24]1[CH:30]=[CH:29][C:28]([C:31]#[N:32])=[CH:27][C:25]=12.[CH3:33][N:34]([Si](C)(C)C)[S:35]([CH2:38][CH3:39])(=[O:37])=[O:36]>>[C:31]([C:28]1[CH:29]=[CH:30][C:24]2[O:23][CH2:22][CH2:21][C@@H:20]([OH:19])[C@H:26]([N:34]([S:35]([CH2:38][CH3:39])(=[O:37])=[O:36])[CH3:33])[C:25]=2[CH:27]=1)#[N:32] |f:0.1|. Reported procedure: 1.5 g of tetrabutylammonium fluoride were added with stirring to a mixture of 4 g of 4,5-epoxy-2,3,4,5-tetrahydro-1-benzoxepine-7-carbonitrile (J. Chem. Soc., Perkin Trans. 1 (1991), 2763) and 7.0 g of N-methyl-N-trimethylsilylethanesulfonamide. The reaction mixture was then heated for 3 h at 60° C., stirred overnight at RT and poured onto ammonium chloride solution. It was extracted several times with EA, and the organic phase was washed with water and dried over sodium sulfate. After concentra...